This data is from the Open Reaction Database (ORD), a public repository of structured organic reaction records. The task is: describe an organic reaction: reactants, conditions, products, and yield The reactants are CC(C)(C)ON, ClCCl, CCN=C=NCCCN(C)C, CN1CCOCC1, Cl, Cl, Cl, O=C(O)CC1(Sc2ccc(Oc3ccccc3)cc2)CCOCC1, Oc1cccc2[nH]nnc12. As a reaction SMILES: [C:2]([CH3:3])([CH3:4])([CH3:5])[O:6][NH2:7].[CH2:62]([Cl:63])[Cl:64].[CH3:26][N:27]([CH3:28])[CH2:29][CH2:30][CH2:31][N:32]=[C:33]=[N:34][CH2:35][CH3:36].[CH3:8][N:9]1[CH2:10][CH2:11][O:12][CH2:13][CH2:14]1.[ClH:1].[ClH:25].[ClH:61].[O:37]([c:38]1[cH:39][cH:40][cH:41][cH:42][cH:43]1)[c:44]1[cH:45][cH:46][c:47]([S:50][C:51]2([CH2:57][C:58](=[O:59])[OH:60])[CH2:52][CH2:53][O:54][CH2:55][CH2:56]2)[cH:48][cH:49]1.[OH:15][c:16]1[c:17]2[n:18][n:19][nH:20][c:21]2[cH:22][cH:23][cH:24]1>>[C:2]([CH3:3])([CH3:4])([CH3:5])[O:6][NH:7][C:58]([CH2:57][C:51]1([S:50][c:47]2[cH:46][cH:45][c:44]([O:37][c:38]3[cH:39][cH:40][cH:41][cH:42][cH:43]3)[cH:49][cH:48]2)[CH2:52][CH2:53][O:54][CH2:55][CH2:56]1)=[O:59]. Yields the product CC(C)(C)ONC(=O)CC1(Sc2ccc(Oc3ccccc3)cc2)CCOCC1.